Dataset: the Open Reaction Database (ORD), a public repository of structured organic reaction records. Task: describe an organic reaction: reactants, conditions, products, and yield Reactants: [N+](=O)([O-])C1=C(N)C=CC=C1 (2-nitroaniline), BrC=1C(C(=CC(C1)(Br)Br)Br)=O (2,4,4,6-tetrabromo-2,5-cyclohexadienone). Solvent: C(Cl)Cl (CH2Cl2). Conditions: time 1 hour. Yields the product BrC1=CC(=C(N)C=C1)[N+](=O)[O-] (4-Bromo-2-nitroaniline). The yield is 94.2%. RXN SMILES: [N+:1]([C:4]1[CH:10]=[CH:9][CH:8]=[CH:7][C:5]=1[NH2:6])([O-:3])=[O:2].[Br:11]C1C(=O)C(Br)=CC(Br)(Br)C=1>C(Cl)Cl>[Br:11][C:9]1[CH:8]=[CH:7][C:5]([NH2:6])=[C:4]([N+:1]([O-:3])=[O:2])[CH:10]=1. Procedure: A solution of 2-nitroaniline (5 g, 36.2 mmol) in CH2Cl2 (100 ml) was cooled to -10° C., and treated by 90% 2,4,4,6-tetrabromo-2,5-cyclohexadienone (19.8 g, 43.5 mmol) in 5 portions. The mixture was stirred at -10° C.-0° C. for 1 hr. After being warmed to room temperature, the reaction mixture was washed by 2N NaOH (60 ml) and brine (50 ml), dried over Na2SO4 and evaporated. Flash chromatography on silica gel (5% EtOAc/Hexane) gave 7.40 g (94%) of 17 as a yellow solid: mp 109-110 (lit. mp 112-113... Reaction SMILES: [C:32](=[O:33])([O-:34])[O-:35].[CH3:38][CH2:39][CH2:40][C:41]#[N:42].[Cs+:36].[Cs+:37].[Cu:43][I:44].[F:15][c:16]1[cH:17][cH:18][c:19](-[n:22]2[n:23][cH:24][c:25]3[cH:26][c:27]([I:31])[cH:28][cH:29][c:30]23)[cH:20][cH:21]1.[NH2:1][CH:2]([CH:3]([OH:4])[c:5]1[cH:6][c:7]2[c:8]([cH:12][cH:13]1)[CH2:9][CH2:10][O:11]2)[CH3:14]>>[NH2:1][CH:2]([CH:3]([O:4][c:27]1[cH:26][c:25]2[cH:24][n:23][n:22](-[c:19]3[cH:18][cH:17][c:16]([F:15])[cH:21][cH:20]3)[c:30]2[cH:29][cH:28]1)[c:5]1[cH:6][c:7]2[c:8]([cH:12][cH:13]1)[CH2:9][CH2:10][O:11]2)[CH3:14]. The product is CC(N)C(Oc1ccc2c(cnn2-c2ccc(F)cc2)c1)c1ccc2c(c1)OCC2. Starting materials: O=C([O-])[O-], CCCC#N, [Cs+], [Cs+], [Cu]I, Fc1ccc(-n2ncc3cc(I)ccc32)cc1, CC(N)C(O)c1ccc2c(c1)OCC2. Starting materials: CO, COC(=O)CN1CCC(c2ccc(S(=O)(=O)c3cccc(F)c3)cc2C)C1, [NH4+], [OH-]. The product is Cc1cc(S(=O)(=O)c2cccc(F)c2)ccc1C1CCN(CC(N)=O)C1. As a reaction SMILES: [CH3:30][OH:31].[CH3:3][O:4][C:5]([CH2:6][N:7]1[CH2:8][CH:9]([c:12]2[c:13]([CH3:28])[cH:14][c:15]([S:18](=[O:19])(=[O:20])[c:21]3[cH:22][c:23]([F:27])[cH:24][cH:25][cH:26]3)[cH:16][cH:17]2)[CH2:10][CH2:11]1)=[O:29].[NH4+:1].[OH-:2]>>[NH2:1][C:5]([CH2:6][N:7]1[CH2:8][CH:9]([c:12]2[c:13]([CH3:28])[cH:14][c:15]([S:18](=[O:19])(=[O:20])[c:21]3[cH:22][c:23]([F:27])[cH:24][cH:25][cH:26]3)[cH:16][cH:17]2)[CH2:10][CH2:11]1)=[O:29].